The task is: describe an organic reaction: reactants, conditions, products, and yield. This data is from the Open Reaction Database (ORD), a public repository of structured organic reaction records. Starting materials: C(C)(=O)OCC (ethyl acetate), C(C)(C)(C)C=1C=C(N)C=C(C1O)C(C)(C)C (3,5-di-tert-butyl-4-hydroxyaniline), N1=CC=CC=C1 (pyridine), ClCCCC(=O)Cl (4-chlorobutyryl chloride). Run in CCOCC (ether). Reaction conditions: temperature 3 celsius. Yields the product C(C)(C)(C)C=1C=C(C=C(C1O)C(C)(C)C)NC(CCCCl)=O (N-(3,5-di-tert-butyl-4-hydroxyphenyl)-4-chlorobutyramide). Isolated yield 78.2%. Reaction SMILES: [C:1]([C:5]1[CH:6]=[C:7]([CH:9]=[C:10]([C:13]([CH3:16])([CH3:15])[CH3:14])[C:11]=1[OH:12])[NH2:8])([CH3:4])([CH3:3])[CH3:2].N1C=CC=CC=1.[Cl:23][CH2:24][CH2:25][CH2:26][C:27](Cl)=[O:28].C(OCC)(=O)C>CCOCC>[C:1]([C:5]1[CH:6]=[C:7]([NH:8][C:27](=[O:28])[CH2:26][CH2:25][CH2:24][Cl:23])[CH:9]=[C:10]([C:13]([CH3:16])([CH3:15])[CH3:14])[C:11]=1[OH:12])([CH3:4])([CH3:3])[CH3:2]. Procedure: To a stirred mixture of 65.2 g (295 mmol) of 3,5-di-tert-butyl-4-hydroxyaniline and 23.3 g (295 mmol) of pyridine in 700 ml of ether cooled to 3° C. there was slowly added 41.6 g (295 mmol) of 4-chlorobutyryl chloride. Fifteen hours later 700 ml of ethyl acetate was added and the mixture was washed successively with 500 ml of water, 500 ml of dilute sodium bicarbonate solution and again with 500 ml of water. The organic phase was dried over anhydrous magnesium sulfate and concentrated to a solid... Starting materials: COc1cccc2c1[nH]c(=O)n2C, N, O, O=P(Cl)(Cl)Cl. The product is COc1cccc2c1nc(Cl)n2C. As a reaction SMILES: [CH3:1][O:2][c:3]1[cH:4][cH:5][cH:6][c:7]2[n:8]([CH3:13])[c:9](=[O:12])[nH:10][c:11]12.[NH3:15].[OH2:14].[P:16]([Cl:17])([Cl:18])([Cl:19])=[O:20]>>[CH3:1][O:2][c:3]1[cH:4][cH:5][cH:6][c:7]2[n:8]([CH3:13])[c:9]([Cl:18])[n:10][c:11]12. Procedure details: Referring to scheme 7, a mixture of 30 g [1,10]phenanthroline, 26 g 30% hydrogen peroxide and 200 ml acetic acid was added to a flask, and the mixture was then heated to 50-60° C. and stirred overnight. After completion of reaction, the reaction mixture was cooled to room temperature, and vacuum distillated to remove acetic acid, and then 300 ml CH2Cl2 was added. Next, the solution was filtered to remove solids, and neutralized by adding K2CO3(aq). The organic layer was separated, concentrated, ... The reactants are N1=CC=CC2=CC=C3C=CC=NC3=C12 ([1,10]phenanthroline), OO (hydrogen peroxide). Reaction SMILES: [N:1]1[C:14]2[C:5](=[CH:6][CH:7]=[C:8]3[C:13]=2[N:12]=[CH:11][CH:10]=[CH:9]3)[CH:4]=[CH:3][CH:2]=1.[OH:15]O>C(O)(=O)C>[N+:1]1([O-:15])[C:14]2[C:5](=[CH:6][CH:7]=[C:8]3[C:13]=2[N:12]=[CH:11][CH:10]=[CH:9]3)[CH:4]=[CH:3][CH:2]=1. The product is [N+]1(=CC=CC2=CC=C3C=CC=NC3=C12)[O-] ([1,10]phenanthroline-N-oxide). Isolated yield 70.4%. The solvent is C(C)(=O)O (acetic acid). Run at temperature 55 celsius, time 8 hour. Starting materials: [OH-].[Na+] (sodium hydroxide), C(C1=CC=C(C(=O)O)C=C1)(=O)O (terephthalic acid). Run in O (water). The product is C(C1=CC=C(C(=O)[O-])C=C1)(=O)[O-].[Na+].[Na+] (sodium terephthalate). As a reaction SMILES: [OH-].[Na+:2].[C:3]([OH:14])(=[O:13])[C:4]1[CH:12]=[CH:11][C:7]([C:8]([OH:10])=[O:9])=[CH:6][CH:5]=1>O>[C:3]([O-:14])(=[O:13])[C:4]1[CH:12]=[CH:11][C:7]([C:8]([O-:10])=[O:9])=[CH:6][CH:5]=1.[Na+:2].[Na+:2] |f:0.1,4.5.6|. Procedure: A solution was prepared containing 383 grams of 50% sodium hydroxide in seven liters of water. To this solution was added 400 grams of terephthalic acid thereby producing a solution of sodium terephthalate. A solution of stannic chloride was prepared by adding 342 grams of stannic chloride to 0.4 liter water. The stannic chloride solution was then added to the sodium terephthalate solution at about 50° C. with continuous agitation, causing the development of a white precipitate. The precipitate ... Reactants: C(C1=CC=CC=C1)O[C@@H]1CC(N(C1)C(=O)OC(C)(C)C)COC1=C(C=CC=C1)CCC1=CC=CC=C1 ((4R)-4-benzyloxy-1-t-butoxycarbonyl-2-[2-(2-phenylethyl)phenoxymethyl]pyrrolidine), [H][H] (hydrogen). Reagents/catalysts: [Pd] (palladium-on-charcoal). Solvent: C(C)O (ethanol). Product: C(C)(C)(C)OC(=O)N1C(C[C@H](C1)O)COC1=C(C=CC=C1)CCC1=CC=CC=C1 ((4R)-1-t-butoxycarbonyl-4-hydroxy-2-[2-(2-phenylethyl) phenoxymethyl]pyrrolidine). Isolated yield 97.5%. Reaction SMILES: C([O:8][C@H:9]1[CH2:13][N:12]([C:14]([O:16][C:17]([CH3:20])([CH3:19])[CH3:18])=[O:15])[CH:11]([CH2:21][O:22][C:23]2[CH:28]=[CH:27][CH:26]=[CH:25][C:24]=2[CH2:29][CH2:30][C:31]2[CH:36]=[CH:35][CH:34]=[CH:33][CH:32]=2)[CH2:10]1)C1C=CC=CC=1.[H][H]>C(O)C.[Pd]>[C:17]([O:16][C:14]([N:12]1[CH2:13][C@H:9]([OH:8])[CH2:10][CH:11]1[CH2:21][O:22][C:23]1[CH:28]=[CH:27][CH:26]=[CH:25][C:24]=1[CH2:29][CH2:30][C:31]1[CH:32]=[CH:33][CH:34]=[CH:35][CH:36]=1)=[O:15])([CH3:20])([CH3:18])[CH3:19]. Procedure: A solution of 390 mg of (4R)-4-benzyloxy-1-t-butoxycarbonyl-2-[2-(2-phenylethyl)phenoxymethyl]pyrrolidine [prepared as described in step (a) above] in 25 ml of ethanol was stirred at 60° C. for 5 hours in an atmosphere of hydrogen at atmospheric pressure and in the presence of 100 mg of 5% w/w palladium-on-charcoal. At the end of this time, the catalyst was removed by filtration, and the filtrate was concentrated by distillation under reduced pressure. The resulting residue was purified by colum... The reactants are ClC1=CC(=C(CN2N=CC3=CC(=CC=C23)C=C2C(N=C(S2)SCC)=O)C=C1)C(F)(F)F (5-[1-(4-Chloro-2-trifluoromethyl-benzyl)-1H-indazol-5-ylmethylene]-2-ethylsulfanyl-thiazol-4-one), C(C)(C)(C)OC(=O)N1[C@H](CNCC1)COC (2-(R)-Methoxymethyl-piperazine-1-carboxylic acid tert-butyl ester). The product is C(C)(C)(C)OC(=O)N1[C@H](CN(CC1)C=1SC(C(N1)=O)=CC=1C=C2C=NN(C2=CC1)CC1=C(C=C(C=C1)Cl)C(F)(F)F)COC (4-{5-[1-(4-Chloro-2-trifluoromethyl-benzyl)-1H-indazol-5-ylmethylene]-4-oxo-4,5-dihydro-thiazol-2-yl}-2-(R)-methoxymethyl-piperazine-1-carboxylic acid tert-butyl ester). Reaction SMILES: [Cl:1][C:2]1[CH:27]=[CH:26][C:5]([CH2:6][N:7]2[C:15]3[C:10](=[CH:11][C:12]([CH:16]=[C:17]4[S:21][C:20](SCC)=[N:19][C:18]4=[O:25])=[CH:13][CH:14]=3)[CH:9]=[N:8]2)=[C:4]([C:28]([F:31])([F:30])[F:29])[CH:3]=1.[C:32]([O:36][C:37]([N:39]1[CH2:44][CH2:43][NH:42][CH2:41][C@@H:40]1[CH2:45][O:46][CH3:47])=[O:38])([CH3:35])([CH3:34])[CH3:33]>>[C:32]([O:36][C:37]([N:39]1[CH2:44][CH2:43][N:42]([C:20]2[S:21][C:17](=[CH:16][C:12]3[CH:11]=[C:10]4[C:15](=[CH:14][CH:13]=3)[N:7]([CH2:6][C:5]3[CH:26]=[CH:27][C:2]([Cl:1])=[CH:3][C:4]=3[C:28]([F:31])([F:29])[F:30])[N:8]=[CH:9]4)[C:18](=[O:25])[N:19]=2)[CH2:41][C@@H:40]1[CH2:45][O:46][CH3:47])=[O:38])([CH3:35])([CH3:34])[CH3:33]. Procedure: 4-{5-[1-(4-Chloro-2-trifluoromethyl-benzyl)-1H-indazol-5-ylmethylene]-4-oxo-4,5-dihydro-thiazol-2-yl}-2-(R)-methoxymethyl-piperazine-1-carboxylic acid tert-butyl ester was prepared from 5-[1-(4-Chloro-2-trifluoromethyl-benzyl)-1H-indazol-5-ylmethylene]-2-ethylsulfanyl-thiazol-4-one and 2-(R)-Methoxymethyl-piperazine-1-carboxylic acid tert-butyl ester following General Procedure C. Procedure: Ethyl 6-({3-(aminocarbonyl)-5-[2,6-difluoro-4-(1-hydroxy-1-methylethyl)phenyl]-2-thienyl}amino)imidazo[1,2-b]pyridazine-2-carboxylate (33 mg, 0.07 mmol) was taken up in tetrahydrofuran and cooled to 0° C. Trimethylaluminum (0.53 ml, 1.06 mmol) was added dropwise, followed by 3-hydroxyazetidine hydrochloride (7 mg, 0.07 mmol). The reaction was stirred at 0° C. for one hour, warmed to room temperature and allowed to react overnight. The reaction was then quenched slowly with methanol, followed by ... Reaction SMILES: [NH2:1][C:2]([C:4]1[CH:8]=[C:7]([C:9]2[C:14]([F:15])=[CH:13][C:12]([C:16]([OH:19])([CH3:18])[CH3:17])=[CH:11][C:10]=2[F:20])[S:6][C:5]=1[NH:21][C:22]1[CH:23]=[CH:24][C:25]2[N:26]([CH:28]=[C:29]([C:31](OCC)=[O:32])[N:30]=2)[N:27]=1)=[O:3].C[Al](C)C.Cl.[OH:41][CH:42]1[CH2:45][NH:44][CH2:43]1>O1CCCC1>[F:15][C:14]1[CH:13]=[C:12]([C:16]([OH:19])([CH3:18])[CH3:17])[CH:11]=[C:10]([F:20])[C:9]=1[C:7]1[S:6][C:5]([NH:21][C:22]2[CH:23]=[CH:24][C:25]3[N:26]([CH:28]=[C:29]([C:31]([N:44]4[CH2:45][CH:42]([OH:41])[CH2:43]4)=[O:32])[N:30]=3)[N:27]=2)=[C:4]([C:2]([NH2:1])=[O:3])[CH:8]=1 |f:2.3|. The reactants are NC(=O)C1=C(SC(=C1)C1=C(C=C(C=C1F)C(C)(C)O)F)NC=1C=CC=2N(N1)C=C(N2)C(=O)OCC (Ethyl 6-({3-(aminocarbonyl)-5-[2,6-difluoro-4-(1-hydroxy-1-methylethyl)phenyl]-2-thienyl}amino)imidazo[1,2-b]pyridazine-2-carboxylate), C[Al](C)C (Trimethylaluminum), Cl.OC1CNC1 (3-hydroxyazetidine hydrochloride). Run at temperature 0 celsius, time 1 hour. Run in O1CCCC1 (tetrahydrofuran). Product: FC1=C(C(=CC(=C1)C(C)(C)O)F)C1=CC(=C(S1)NC=1C=CC=2N(N1)C=C(N2)C(=O)N2CC(C2)O)C(=O)N (5-[2,6-Difluoro-4-(1-hydroxy-1-methylethyl)phenyl]-2-({2-[(3-hydroxyazetidin-1-yl)carbonyl]imidazo[1,2-b]pyridazin-6-yl}amino)thiophene-3-carboxamide).